From a dataset of the Open Reaction Database (ORD), a public repository of structured organic reaction records. describe an organic reaction: reactants, conditions, products, and yield Reactants: NNC(=S)N (thiosemicarbazide), C1(=CC=CC=C1)NC(NN)=S (4-phenylthiosemicarbazide), C1(=CC=CC=C1)NC(NN)=S (4-phenylthiosemicarbazide). The product is C1(=CC=CC=C1)NC=1SC(=NN1)S (2-phenylamino-5-mercapto-1,3,4-thiadiazole). The yield is 80.0%. As a reaction SMILES: NN[C:3](N)=[S:4].[C:6]1([NH:12][C:13](=[S:16])[NH:14][NH2:15])[CH:11]=[CH:10][CH:9]=[CH:8][CH:7]=1>>[C:6]1([NH:12][C:13]2[S:16][C:3]([SH:4])=[N:15][N:14]=2)[CH:7]=[CH:8][CH:9]=[CH:10][CH:11]=1. Reported procedure: The procedure was as described in Example 2, but instead of thiosemicarbazide there were present 83.5 grams of 4-phenylthiosemicarbazide 83.5 grams of 4-phenylthiosemicarbazide. After the cooling and filtering with suction there were isolated 83.6 grams (=80% yield) of 2-phenylamino-5-mercapto-1,3,4-thiadiazole having a melting point of 208° to 210° C. Starting materials: CC=1C=C(C=C(C1)C)CC(C=1C=NN(C1)C)NS(=O)C(C)(C)C (2-methyl-propane-2-sulfinic acid [2-(3,5-dimethyl-phenyl)-1-(1-methyl-1H-pyrazol-4-yl)-ethyl]-amide), Cl (hydrogenchloride). Solvent: CO (methanol), O1CCOCC1 (dioxane). Yields the product CC=1C=C(C=C(C1)C)CC(C=1C=NN(C1)C)N (2-(3,5-Dimethyl-phenyl)-1-(1-methyl-1H-pyrazol-4-yl)-ethylamine). The yield is 77.0%. Reaction SMILES: [CH3:1][C:2]1[CH:3]=[C:4]([CH2:9][CH:10]([NH:17]S(C(C)(C)C)=O)[C:11]2[CH:12]=[N:13][N:14]([CH3:16])[CH:15]=2)[CH:5]=[C:6]([CH3:8])[CH:7]=1.Cl>CO.O1CCOCC1>[CH3:1][C:2]1[CH:3]=[C:4]([CH2:9][CH:10]([NH2:17])[C:11]2[CH:12]=[N:13][N:14]([CH3:16])[CH:15]=2)[CH:5]=[C:6]([CH3:8])[CH:7]=1. Procedure details: A solution of RS 2-methyl-propane-2-sulfinic acid [2-(3,5-dimethyl-phenyl)-1-(1-methyl-1H-pyrazol-4-yl)-ethyl]-amide (2.0 g) in methanol (12 ml) was treated with a solution of hydrogenchloride in dioxane (12 ml, 4 N) at room temperature overnight. The reaction mixture was quenched with aqueous potassium carbonate solution and adjusted to pH 8-9, extracted and the organic phases dried over magnesium sulfate. After evaporation of the solvent a yellowish oil was obtained in 77% yield (1.05 g). The reactants are NC(=O)NC1CCCCC1, NC1CCCCC1, NC(N)=O. The product is NC(=O)N(C1CCCCC1)C1CCCCC1. Reaction SMILES: [CH:1]1([NH:7][C:8](=[O:9])[NH2:10])[CH2:2][CH2:3][CH2:4][CH2:5][CH2:6]1.[NH2:11][CH:12]1[CH2:13][CH2:14][CH2:15][CH2:16][CH2:17]1.[NH2:18][C:19](=[O:20])[NH2:21]>>[CH:1]1([N:7]([C:8](=[O:9])[NH2:10])[CH:12]2[CH2:13][CH2:14][CH2:15][CH2:16][CH2:17]2)[CH2:2][CH2:3][CH2:4][CH2:5][CH2:6]1. The reactants are CC1=CC=C(C=C1)S(=O)(=O)ON=C1CCCC=2C=CN=CC12 (8-(4-methylphenylsulfonyl)oxyimino-5,6,7,8-tetrahydroisoquinoline), C(C)(=O)[O-].[K+] (potassium acetate). The solvent is C(C)O (ethanol), O (water). Yields the product N1C2=C(CCCC1=O)C=CN=C2 (2,3,4,5-tetrahydro-1H-pyrido[3,4-b]azepin-2-one). Isolated yield 27.6%. Reaction SMILES: CC1C=CC(S(O[N:12]=[C:13]2[C:22]3[CH:21]=[N:20][CH:19]=[CH:18][C:17]=3[CH2:16][CH2:15][CH2:14]2)(=O)=O)=CC=1.C([O-])(=[O:25])C.[K+]>C(O)C.O>[NH:12]1[C:13](=[O:25])[CH2:14][CH2:15][CH2:16][C:17]2[CH:18]=[CH:19][N:20]=[CH:21][C:22]1=2 |f:1.2|. Procedure: A solution of 8-(4-methylphenylsulfonyl)oxyimino-5,6,7,8-tetrahydroisoquinoline (1.2 g) and potassium acetate (7.45 g) in ethanol (25 ml) and water (30 ml) was heated at 95° C. for 23 hours. The solvent was evaporated at reduced pressure, and the residue was basified with saturated aqueous sodium hydrogencarbonate solution and extracted with chloroform. The dried extract (dried over sodium sulfate) was evaporated at reduced pressure to give crude product. After partial purification by column chr... The reactants are COC(=O)c1cc(=O)c2c(C)cc(Br)cc2[nH]1, [Na+], [OH-], O. The product is Cc1cc(Br)cc2[nH]c(C(=O)O)cc(=O)c12. Reaction SMILES: [CH3:1][O:2][C:3](=[O:4])[c:5]1[nH:6][c:7]2[cH:8][c:9]([Br:17])[cH:10][c:11]([CH3:16])[c:12]2[c:13](=[O:15])[cH:14]1.[Na+:19].[OH-:18].[OH2:20]>>[O:2]=[C:3]([OH:4])[c:5]1[nH:6][c:7]2[cH:8][c:9]([Br:17])[cH:10][c:11]([CH3:16])[c:12]2[c:13](=[O:15])[cH:14]1. The reactants are ice, [N+](=O)(O)[O-] (nitric acid), CC1=CC=C(C=2OCOC21)C (4,7-dimethyl-1,3-benzodioxole). Solvent: CC(=O)OCC1=C2C=CC=CC2=C(C3=CC=CC=C31)COC(=O)C (acetic), C(C)(=O)OC(C)=O (acetic anhydride). Run at time 30 minute. Product: [N+](=O)([O-])C1=C(C2=C(OCO2)C(=C1)C)C (5-nitro-4,7-dimethyl-1,3-benzodioxole). Reaction SMILES: [N+:1]([O-:4])(O)=[O:2].[CH3:5][C:6]1[C:14]2[O:13][CH2:12][O:11][C:10]=2[C:9]([CH3:15])=[CH:8][CH:7]=1>CC(OCC1C2C(=CC=CC=2)C(COC(C)=O)=C2C=1C=CC=C2)=O.C(OC(=O)C)(=O)C>[N+:1]([C:8]1[CH:7]=[C:6]([CH3:5])[C:14]2[O:13][CH2:12][O:11][C:10]=2[C:9]=1[CH3:15])([O-:4])=[O:2]. Procedure: A solution of 0.92 mL of concentrated nitric acid in 17 mL of acetic arthydride is added dropwise to a stirred solution of 2.20 g of 4,7-dimethyl-1,3-benzodioxole in 60 mL of acetic anhydride at -5° C. After 30 minutes, the mixture is poured over 100 g of crushed ice and allowed to stir for 30 minutes as a white precipitate falls out of solution. The solid is filtered, taken up in ether, dried over magnesium sulfate and concentrated under reduced pressure to afford 2.1 g of 5-nitro-4,7-dimethyl-...